Dataset: the Open Reaction Database (ORD), a public repository of structured organic reaction records. Task: describe an organic reaction: reactants, conditions, products, and yield The product is CN1N=CC(=C1)C1=CC=C(N=N1)NNC(=O)OC(C)(C)C (tert-butyl 2-[6-(1-methyl-1H-pyrazol-4-yl)pyridazin-3-yl]hydrazinecarboxylate). Reaction conditions: temperature 90 celsius, time 16 hour. Run in C(C)OC(C)=O (ethylacetate), C(CCC)O (1-butanol). RXN SMILES: [C:1]([O:5][C:6]([CH3:9])([CH3:8])[CH3:7])(=[O:4])[NH:2][NH2:3].Cl[C:11]1[N:12]=[N:13][C:14]([C:17]2[CH:18]=[N:19][N:20]([CH3:22])[CH:21]=2)=[CH:15][CH:16]=1.O.C(=O)([O-])O.[Na+]>C(O)CCC.C(OC(=O)C)C>[CH3:22][N:20]1[CH:21]=[C:17]([C:14]2[N:13]=[N:12][C:11]([NH:3][NH:2][C:1]([O:5][C:6]([CH3:9])([CH3:8])[CH3:7])=[O:4])=[CH:16][CH:15]=2)[CH:18]=[N:19]1 |f:3.4|. Starting materials: O (water), C(O)([O-])=O.[Na+] (sodium hydrogencarbonate), C(NN)(=O)OC(C)(C)C (tert-butyl carbazate), ClC=1N=NC(=CC1)C=1C=NN(C1)C (3-chloro-6-(1-methyl-1H-pyrazol-4-yl)pyridazine). Procedure details: tert-butyl carbazate, 8.98 g (67.3 mmol) and 3-chloro-6-(1-methyl-1H-pyrazol-4-yl)pyridazine (11.9 g, 61.1 mmol) were mixed in 1-butanol (245 mL). This mixture was heated till 90° C. and stirred at that temperature for 16 h. The reaction mixture was cooled and water (250 mL) and ethylacetate (250 mL) were added. The biphasic mixture was neutralised with sodium hydrogencarbonate till the pH is 7. Then the organic layer was separated and the water layer was extracted with ethylacetate (250 mL). Th... RXN SMILES: [Cl:1][c:2]1[cH:3][c:4]2[c:9]([cH:10][cH:11]1)[NH:8][CH:7]([c:12]1[cH:13][c:14]([NH2:18])[cH:15][cH:16][cH:17]1)[CH2:6][C:5]2([CH3:19])[CH3:20].[F:21][c:22]1[cH:23][cH:24][c:25]([S:28](=[O:29])(=[O:30])[Cl:31])[cH:26][cH:27]1.[cH:32]1[cH:33][cH:34][n:35][cH:36][cH:37]1>>[Cl:1][c:2]1[cH:3][c:4]2[c:9]([cH:10][cH:11]1)[NH:8][CH:7]([c:12]1[cH:13][c:14]([NH:18][S:28]([c:25]3[cH:24][cH:23][c:22]([F:21])[cH:27][cH:26]3)(=[O:29])=[O:30])[cH:15][cH:16][cH:17]1)[CH2:6][C:5]2([CH3:19])[CH3:20]. Reactants: CC1(C)CC(c2cccc(N)c2)Nc2ccc(Cl)cc21, O=S(=O)(Cl)c1ccc(F)cc1, c1ccncc1. Product: CC1(C)CC(c2cccc(NS(=O)(=O)c3ccc(F)cc3)c2)Nc2ccc(Cl)cc21.